Dataset: the Open Reaction Database (ORD), a public repository of structured organic reaction records. Task: describe an organic reaction: reactants, conditions, products, and yield Starting materials: C1CCOC1, CCO, CCOC(=O)C=Cc1cccc(-c2c(CC(=O)Nc3ccc(Cl)cc3C(F)(F)F)c(=O)oc3cc(Cl)c(C)cc23)c1, Cl, [Na+], [OH-]. Yields the product Cc1cc2c(-c3cccc(C=CC(=O)O)c3)c(CC(=O)Nc3ccc(Cl)cc3C(F)(F)F)c(=O)oc2cc1Cl. RXN SMILES: [CH2:48]1[O:49][CH2:50][CH2:51][CH2:52]1.[CH3:45][CH2:46][OH:47].[Cl:1][c:2]1[c:3]([CH3:41])[cH:4][c:5]2[c:6](-[c:28]3[cH:29][c:30]([CH:34]=[CH:35][C:36](=[O:37])[O:38][CH2:39][CH3:40])[cH:31][cH:32][cH:33]3)[c:7]([CH2:13][C:14](=[O:15])[NH:16][c:17]3[c:18]([C:24]([F:25])([F:26])[F:27])[cH:19][c:20]([Cl:23])[cH:21][cH:22]3)[c:8](=[O:12])[o:9][c:10]2[cH:11]1.[ClH:44].[Na+:43].[OH-:42]>>[Cl:1][c:2]1[c:3]([CH3:41])[cH:4][c:5]2[c:6](-[c:28]3[cH:29][c:30]([CH:34]=[CH:35][C:36](=[O:37])[OH:38])[cH:31][cH:32][cH:33]3)[c:7]([CH2:13][C:14](=[O:15])[NH:16][c:17]3[c:18]([C:24]([F:25])([F:26])[F:27])[cH:19][c:20]([Cl:23])[cH:21][cH:22]3)[c:8](=[O:12])[o:9][c:10]2[cH:11]1. Reactants: CO, [Na+], C1CCOC1, [OH-], COC(=O)c1cc(C)c2c(c1)C(O)(C(F)(F)F)c1ccccc1-2. The product is Cc1cc(C(=O)O)cc2c1-c1ccccc1C2(O)C(F)(F)F. RXN SMILES: [CH3:31][OH:32].[Na+:30].[O:24]1[CH2:25][CH2:26][CH2:27][CH2:28]1.[OH-:29].[OH:1][C:2]1([C:20]([F:21])([F:22])[F:23])[c:3]2[cH:4][cH:5][cH:6][cH:7][c:8]2-[c:9]2[c:10]([CH3:19])[cH:11][c:12]([C:15](=[O:16])[O:17][CH3:18])[cH:13][c:14]21>>[OH:1][C:2]1([C:20]([F:21])([F:22])[F:23])[c:3]2[cH:4][cH:5][cH:6][cH:7][c:8]2-[c:9]2[c:10]([CH3:19])[cH:11][c:12]([C:15](=[O:16])[OH:17])[cH:13][c:14]21. Reactants: [Cl-].[NH4+] (Ammonium chloride), CC=1C=C(C=C(C1)NC1=NC=CC(=N1)C(F)(F)F)C=1C=CC(=NC1)OC1=CC=C(C(=O)O)C=C1 (4-{[5-(3-methyl-5-{[4-(trifluoromethyl)pyrimidin-2-yl]amino}phenyl)pyridin-2-yl]oxy}benzoic acid), C(CCl)Cl (EDC), C=1C=CC2=C(C1)N=NN2O (HOBt), C(C)(C)N(CC)C(C)C (diisopropylethyl amine). The solvent is CN(C)C=O (DMF), O (water). Reaction conditions: time 16 hour. Yields the product CC=1C=C(C=C(C1)NC1=NC=CC(=N1)C(F)(F)F)C=1C=CC(=NC1)OC1=CC=C(C(=O)N)C=C1 (4-{[5-(3-methyl-5-{[4-(trifluoromethyl)pyrimidin-2-yl]amino}phenyl)pyridin-2-yl]oxy}benzamide). Isolated yield 78.3%. RXN SMILES: [Cl-].[NH4+].[CH3:3][C:4]1[CH:5]=[C:6]([C:21]2[CH:22]=[CH:23][C:24]([O:27][C:28]3[CH:36]=[CH:35][C:31]([C:32]([OH:34])=O)=[CH:30][CH:29]=3)=[N:25][CH:26]=2)[CH:7]=[C:8]([NH:10][C:11]2[N:16]=[C:15]([C:17]([F:20])([F:19])[F:18])[CH:14]=[CH:13][N:12]=2)[CH:9]=1.C(Cl)CCl.C1C=CC2N(O)N=[N:47]C=2C=1.C(N(C(C)C)CC)(C)C>CN(C=O)C.O>[CH3:3][C:4]1[CH:5]=[C:6]([C:21]2[CH:22]=[CH:23][C:24]([O:27][C:28]3[CH:36]=[CH:35][C:31]([C:32]([NH2:47])=[O:34])=[CH:30][CH:29]=3)=[N:25][CH:26]=2)[CH:7]=[C:8]([NH:10][C:11]2[N:16]=[C:15]([C:17]([F:20])([F:18])[F:19])[CH:14]=[CH:13][N:12]=2)[CH:9]=1 |f:0.1|. Procedure details: Ammonium chloride (39 mg, 0.733 mmol) was added to a stirred solution of 4-{[5-(3-methyl-5-{[4-(trifluoromethyl)pyrimidin-2-yl]amino}phenyl)pyridin-2-yl]oxy}benzoic acid (114 mg, 0.244 mmol), EDC (94 mg, 0.489 mmol), HOBt (99 mg, 0.733 mmol), and diisopropylethyl amine (0.256 mL, 1.47 mmol) in DMF (4 mL). The reaction mixture was stirred at room temperature for 16 hours, diluted with water and extracted with ethyl acetate (3×). The combined organics were washed with saturated sodium bicarbonate ... Starting materials: BrC=1C=NC=2N(C1)N=C(C2)C(=O)O (6-bromo-pyrazolo[1,5-a]pyrimidine-2-carboxylic acid), CC1NCCC2=CC(=CC=C12)C1=CC=NC=C1 (1-Methyl-6-pyridin-4-yl-1,2,3,4-tetrahydro-isoquinoline). The product is BrC=1C=NC=2N(C1)N=C(C2)C(=O)N2C(C1=CC=C(C=C1CC2)C2=CC=NC=C2)C ((6-Bromo-pyrazolo[1,5-a]pyrimidin-2-yl)-(1-methyl-6-pyridin-4-yl-3,4-dihydro-1H-isoquinolin-2-yl)-methanone). Reaction SMILES: [Br:1][C:2]1[CH:3]=[N:4][C:5]2[N:6]([N:8]=[C:9]([C:11]([OH:13])=O)[CH:10]=2)[CH:7]=1.[CH3:14][CH:15]1[C:24]2[C:19](=[CH:20][C:21]([C:25]3[CH:30]=[CH:29][N:28]=[CH:27][CH:26]=3)=[CH:22][CH:23]=2)[CH2:18][CH2:17][NH:16]1>>[Br:1][C:2]1[CH:3]=[N:4][C:5]2[N:6]([N:8]=[C:9]([C:11]([N:16]3[CH2:17][CH2:18][C:19]4[C:24](=[CH:23][CH:22]=[C:21]([C:25]5[CH:30]=[CH:29][N:28]=[CH:27][CH:26]=5)[CH:20]=4)[CH:15]3[CH3:14])=[O:13])[CH:10]=2)[CH:7]=1. Procedure details: In close analogy to the procedure described in Example 1, 6-bromo-pyrazolo[1,5-a]pyrimidine-2-carboxylic acid is reacted with 1-Methyl-6-pyridin-4-yl-1,2,3,4-tetrahydro-isoquinoline to provide the title compound in moderate yield. The reactants are C1(=CC=CC=C1)P(C1=CC=CC=C1)(C1=CC=CC=C1)=O (triphenylphosphine oxide), CCOCC (ether). Product: C1(=CC=CC=C1)P(C1=CC=CC=C1)(C1=CC=CC=C1)=O.CCOCC (triphenylphosphine oxide ether). As a reaction SMILES: [C:1]1([P:7](=[O:20])([C:14]2[CH:19]=[CH:18][CH:17]=[CH:16][CH:15]=2)[C:8]2[CH:13]=[CH:12][CH:11]=[CH:10][CH:9]=2)[CH:6]=[CH:5][CH:4]=[CH:3][CH:2]=1.[CH3:21][CH2:22][O:23][CH2:24][CH3:25]>>[C:1]1([P:7](=[O:20])([C:8]2[CH:13]=[CH:12][CH:11]=[CH:10][CH:9]=2)[C:14]2[CH:19]=[CH:18][CH:17]=[CH:16][CH:15]=2)[CH:2]=[CH:3][CH:4]=[CH:5][CH:6]=1.[CH3:21][CH2:22][O:23][CH2:24][CH3:25] |f:2.3|. Procedure: 1H NMR indicated a product: triphenylphosphine oxide: ether molar ratio of 23:1:1.8 (mass % 93:4.7:2.2). Yield exclusive of triphenylphosphine oxide/ether, 40.06 g (72.5%). RXN SMILES: [CH2:1]([c:2]1[cH:3][cH:4][cH:5][cH:6][cH:7]1)[N:8]1[C:9](=[O:30])[CH:10]([NH:22][C:23]([O:24][C:25]([CH3:26])([CH3:27])[CH3:28])=[O:29])[CH2:11][CH:12]([O:14][Si:15]([C:16]([CH3:17])([CH3:18])[CH3:19])([CH3:20])[CH3:21])[CH2:13]1.[CH2:31]1[O:32][CH2:33][CH2:34][CH2:35]1.[CH3:36][CH2:37][O:38][C:39]([CH3:40])=[O:41]>>[CH2:1]([c:2]1[cH:3][cH:4][cH:5][cH:6][cH:7]1)[N:8]1[C:9](=[O:30])[CH:10]([NH:22][C:23]([O:24][C:25]([CH3:26])([CH3:27])[CH3:28])=[O:29])[CH2:11][CH:12]([OH:14])[CH2:13]1. Starting materials: CC(C)(C)OC(=O)NC1CC(O[Si](C)(C)C(C)(C)C)CN(Cc2ccccc2)C1=O, C1CCOC1, CCOC(C)=O. The product is CC(C)(C)OC(=O)NC1CC(O)CN(Cc2ccccc2)C1=O. The reactants are CO (MeOH), C1(=CC=CC=C1)S(=O)(=O)C1=C[C@@H]([C@H]([C@H]([C@H]2O[C@@H]12)C)O)C ((1R, 2R, 3R, 4S, 7R)-6-Benzenesulfonyl-2,4-dimethyl-8-oxabicyclo[5.1.0]oct-5-en-3-ol), N1=C(C=CC=C1C)C (2,6-lutidine), [Si](C)(C)(C(C)(C)C)OS(=O)(=O)C(F)(F)F (TBSOTf). The solvent is C(Cl)Cl (CH2Cl2). Run at temperature -78 celsius. Product: C1(=CC=CC=C1)S(=O)(=O)C1=C[C@@H]([C@H]([C@H]([C@H]2O[C@@H]12)C)O[Si](C)(C)C(C)(C)C)C ((1R, 2S, 3R, 4S, 7R)-(6-Benzenesulfonyl-2,4-dimethyl-8-oxabicyclo[5.1.0]oct-5-en-3-yloxy)-tert-butyldimethylsilane). The yield is 95.6%. RXN SMILES: [C:1]1([S:7]([C:10]2[C@H:17]3[C@H:15]([O:16]3)[C@H:14]([CH3:18])[C@H:13]([OH:19])[C@@H:12]([CH3:20])[CH:11]=2)(=[O:9])=[O:8])[CH:6]=[CH:5][CH:4]=[CH:3][CH:2]=1.N1C(C)=CC=CC=1C.[Si:29](OS(C(F)(F)F)(=O)=O)([C:32]([CH3:35])([CH3:34])[CH3:33])([CH3:31])[CH3:30].CO>C(Cl)Cl>[C:1]1([S:7]([C:10]2[C@H:17]3[C@H:15]([O:16]3)[C@H:14]([CH3:18])[C@H:13]([O:19][Si:29]([C:32]([CH3:35])([CH3:34])[CH3:33])([CH3:31])[CH3:30])[C@@H:12]([CH3:20])[CH:11]=2)(=[O:9])=[O:8])[CH:2]=[CH:3][CH:4]=[CH:5][CH:6]=1. Reported procedure: A mixture of alcohol α36 (62 mg, 0.21 mmol) and 2,6-lutidine (50 μL, 0.43 mmol) in CH2Cl2 (2 mL) was cooled to −78° C., and 63 μL (0.27 mmol) of TBSOTf was added. The stirred cold solution was warmed to 0° C. over 5 h. MeOH (40 μL, 1 mmol) was then added to quench the excess TBSOTf. The resulting mixture was concentrated via rotary evaporation, and the crude residue was purified by flash column chromatography (EtOAc/hexanes; 1:5) to afford 82 mg (95%) of α37 as a white solid. mp 89.0-90.0° C.; [... The reactants are NC1=CC(NC(N1C1CC1)=O)=O (6-amino-1-cyclopropyl-2,4-(1H,3H)-pyrimidinedione), Cl (HCl), N(=O)[O-].[Na+] (NaNO2). Solvent: O (water), O (water). Conditions: time 2 hour. Yields the product NC1=C(C(NC(N1C1CC1)=O)=O)N=O (6-amino-1-cyclopropyl-5-nitroso-2,4-(1H,3H)-pyrimidinedione). As a reaction SMILES: [NH2:1][C:2]1[N:7]([CH:8]2[CH2:10][CH2:9]2)[C:6](=[O:11])[NH:5][C:4](=[O:12])[CH:3]=1.Cl.[N:14]([O-])=[O:15].[Na+]>O>[NH2:1][C:2]1[N:7]([CH:8]2[CH2:10][CH2:9]2)[C:6](=[O:11])[NH:5][C:4](=[O:12])[C:3]=1[N:14]=[O:15] |f:2.3|. Procedure details: 31.7 g (0.19 mol) of 6-amino-1-cyclopropyl-2,4-(1H,3H)-pyrimidinedione (II) was suspended in 250 ml water. To this was added 45 ml of 5N HCl and 15 g of NaNO2 (0.22 mol) which was dissolved in water. The reaction mixture was stirring for 2 hours and after cooling, the red crystals were filtered off and washed with water. Yield 31.9 g (86%) (III) NMR. Starting materials: COC(CCC1=CC(=C(C(=C1)C(C)C)O)C(C)C)=O (3-(4-hydroxy-3,5-diisopropylphenyl)propanoic acid methyl ester), [Li+].[OH-] (LiOH), O (H2O), C1CCOC1.O (THF H2O). Run in CCCCCCC.C(C)(=O)OCC (heptane ethyl acetate). The product is OC1=C(C=C(C=C1C(C)C)CCC(=O)O)C(C)C (3-(4-hydroxy-3,5-diisopropylphenyl)propanoic acid). Isolated yield 67.0%. As a reaction SMILES: C[O:2][C:3](=[O:19])[CH2:4][CH2:5][C:6]1[CH:11]=[C:10]([CH:12]([CH3:14])[CH3:13])[C:9]([OH:15])=[C:8]([CH:16]([CH3:18])[CH3:17])[CH:7]=1.[Li+].[OH-].O.C1COCC1.O>CCCCCCC.C(OCC)(=O)C>[OH:15][C:9]1[C:8]([CH:16]([CH3:18])[CH3:17])=[CH:7][C:6]([CH2:5][CH2:4][C:3]([OH:19])=[O:2])=[CH:11][C:10]=1[CH:12]([CH3:14])[CH3:13] |f:1.2,4.5,6.7|. Procedure: A solution of 2.64 g (10 mmol) of 3-(4-hydroxy-3,5-diisopropylphenyl)propanoic acid methyl ester (cf. U.S. Pat. No. 3,642,868) and 0.84 g (20 mmol) of LiOH, H2O in 80 ml of a 1/1 mixture THF/H2O was stirred at 20° C. for 7 hours. After evaporation of THF under reduced pressure, the aqueous solution was acidified with KHSO4 (1M) and extracted twice with 50 ml EtOAc. The organic layer was decanted, washed with 20 ml brine, dried over MgSO4 and filtered. The residue of evaporation was triturated wi...